From a dataset of the Open Reaction Database (ORD), a public repository of structured organic reaction records. describe an organic reaction: reactants, conditions, products, and yield Starting materials: BrBr (bromine), CC=1C=CC(=CC1)S(=O)(=O)N (p-toluenesulfonamide), ice. The reagents and catalysts are [Fe] (iron). Reaction conditions: time 1 hour. Product: BrC=1C=C(C=CC1C)S(=O)(=O)N (3-Bromo-4-methylbenzenesulfonamide). RXN SMILES: [CH3:1][C:2]1[CH:3]=[CH:4][C:5]([S:8]([NH2:11])(=[O:10])=[O:9])=[CH:6][CH:7]=1.[Br:12]Br>[Fe]>[Br:12][C:7]1[CH:6]=[C:5]([S:8]([NH2:11])(=[O:10])=[O:9])[CH:4]=[CH:3][C:2]=1[CH3:1]. Procedure: To a mixture of p-toluenesulfonamide (2 g, 1.16 mmol) and iron (0.41 g, 7.36 mmol) was slowly added bromine (6 mL, 116 mmol). The resulting reddish brown solution was stirred at RT for 1 h. The reaction was carefully poured into ice-cold 1 M Na2S2O3 aqueous solution and extracted with CH2Cl2 (2×). The organic extracts were combined and washed with brine, dried (MgSO4), filtered, and concentrated in vacuo. CombiFlash purification (1% to 10% MeOH/CH2Cl2) afforded the title compound as a white soli...